This data is from the Open Reaction Database (ORD), a public repository of structured organic reaction records. The task is: describe an organic reaction: reactants, conditions, products, and yield Starting materials: OOS(=O)[O-].[K+] (oxone), BrC=1C=CC(=NC1)SC (5-bromo-2-methylsulfanyl-pyridine), O (water). The solvent is CO (methanol). Conditions: time 1 hour. Product: BrC=1C=CC(=NC1)S(=O)(=O)C (5-bromo-2-methanesulfonyl-pyridine). As a reaction SMILES: [OH:1]OS([O-])=O.[K+].[Br:7][C:8]1[CH:9]=[CH:10][C:11]([S:14][CH3:15])=[N:12][CH:13]=1.[OH2:16]>CO>[Br:7][C:8]1[CH:9]=[CH:10][C:11]([S:14]([CH3:15])(=[O:1])=[O:16])=[N:12][CH:13]=1 |f:0.1|. Procedure details: Add a suspension of oxone®(4.97 g, 8.1 mmol) in 10 mL water to a solution of 5-bromo-2-methylsulfanyl-pyridine (1.1 g, 5.4 mmol) in 10 mL methanol, stir at r.t. for 1 h and remove methanol under vacuum. Extract the aqueous residue with dichloromethane, dry the organic extracts over sodium sulfate, filtrate and concentrate under reduced pressure to obtain 1.24 g of 5-bromo-2-methanesulfonyl-pyridine. MS (m/e): 237 (M+H). Reactants: C#Cc1cccc(N)c1, CC(C)O, O=[N+]([O-])c1ccc2ncnc(Cl)c2c1. Yields the product Cl, C#Cc1cccc(Nc2ncnc3ccc([N+](=O)[O-])cc23)c1. As a reaction SMILES: [C:15](#[CH:16])[c:17]1[cH:18][c:19]([NH2:20])[cH:21][cH:22][cH:23]1.[CH:24]([OH:25])([CH3:26])[CH3:27].[Cl:1][c:2]1[n:3][cH:4][n:5][c:6]2[cH:7][cH:8][c:9]([N+:12](=[O:13])[O-:14])[cH:10][c:11]12>>[ClH:1].[c:2]1([NH:20][c:19]2[cH:18][c:17]([C:15]#[CH:16])[cH:23][cH:22][cH:21]2)[n:3][cH:4][n:5][c:6]2[cH:7][cH:8][c:9]([N+:12](=[O:13])[O-:14])[cH:10][c:11]12.